From a dataset of the Open Reaction Database (ORD), a public repository of structured organic reaction records. describe an organic reaction: reactants, conditions, products, and yield Reactants: Cc1ccccc1, CCOC(=O)CC(CN)c1cccc(Cl)c1. Yields the product O=C1CC(c2cccc(Cl)c2)CN1. As a reaction SMILES: [CH3:17][c:18]1[cH:19][cH:20][cH:21][cH:22][cH:23]1.[NH2:1][CH2:2][CH:3]([CH2:4][C:5](=[O:6])[O:7][CH2:8][CH3:9])[c:10]1[cH:11][c:12]([Cl:16])[cH:13][cH:14][cH:15]1>>[NH:1]1[CH2:2][CH:3]([c:10]2[cH:11][c:12]([Cl:16])[cH:13][cH:14][cH:15]2)[CH2:4][C:5]1=[O:6].